This data is from the Open Reaction Database (ORD), a public repository of structured organic reaction records. The task is: describe an organic reaction: reactants, conditions, products, and yield The reactants are [H-].[Na+] (sodium hydride), C(C1=CC=CC=C1)OC(=O)C(C(=O)OC(C)(C)C)CC[C@@H](C(=O)OC(C)(C)C)NC(=O)OC(C)(C)C (Di-tert-butyl (5S)-2-(benzyloxycarbonyl)-5-[(tert-butoxycarbonyl)amino]hexanedioate), [N+](=O)([O-])C1=CC=C(CBr)C=C1 (4-nitrobenzyl bromide). Solvent: CN(C)C=O (DMF), CN(C)C=O (DMF). Reaction conditions: time 60 minute. Yields the product C(C)(C)(C)OC(=O)N[C@@H](CC[C@](CC1=CC=C(C=C1)[N+](=O)[O-])(C(=O)OCC1=CC=CC=C1)C(=O)OC(C)(C)C)C(=O)OC(C)(C)C (4-benzyl 1,4-di-tert-butyl (1S,4S)-1-[(tert-butoxycarbonyl)amino]-5-(4-nitrophenyl)pentane-1,4,4-tricarboxylate). Yield: 82.1%. As a reaction SMILES: [CH2:1]([O:8][C:9]([CH:11]([CH2:19][CH2:20][C@H:21]([NH:29][C:30]([O:32][C:33]([CH3:36])([CH3:35])[CH3:34])=[O:31])[C:22]([O:24][C:25]([CH3:28])([CH3:27])[CH3:26])=[O:23])[C:12]([O:14][C:15]([CH3:18])([CH3:17])[CH3:16])=[O:13])=[O:10])[C:2]1[CH:7]=[CH:6][CH:5]=[CH:4][CH:3]=1.[H-].[Na+].[N+:39]([C:42]1[CH:49]=[CH:48][C:45]([CH2:46]Br)=[CH:44][CH:43]=1)([O-:41])=[O:40]>CN(C=O)C>[C:33]([O:32][C:30]([NH:29][C@H:21]([C:22]([O:24][C:25]([CH3:26])([CH3:27])[CH3:28])=[O:23])[CH2:20][CH2:19][C@@:11]([C:12]([O:14][C:15]([CH3:18])([CH3:17])[CH3:16])=[O:13])([C:9]([O:8][CH2:1][C:2]1[CH:3]=[CH:4][CH:5]=[CH:6][CH:7]=1)=[O:10])[CH2:46][C:45]1[CH:48]=[CH:49][C:42]([N+:39]([O-:41])=[O:40])=[CH:43][CH:44]=1)=[O:31])([CH3:36])([CH3:35])[CH3:34] |f:1.2|. Procedure: Di-tert-butyl (5S)-2-(benzyloxycarbonyl)-5-[(tert-butoxycarbonyl)amino]hexanedioate (1 g, 1.970 mmol) was dissolved in DMF (20 ml) and sodium hydride (53 mg, 1.773 mmol) was added. After stirring for 60 min, a solution of 4-nitrobenzyl bromide (426 mg, 1.970 mmol) in 10 ml DMF was added and the mixture was stirred at 60° C. for 90 min. The mixture was then concentrated in vacuo, the residue was taken up in water (50 ml) and ethyl acetate (100 ml), and the organic phase was washed with brine (3×5... The reactants are C, CO, [H][H], COC(=O)c1ccnc(-c2ccc(N=[N+]=[N-])c(C#N)c2)c1, [Pd]. Yields the product COC(=O)c1ccnc(-c2ccc(N)c(C#N)c2)c1. As a reaction SMILES: [C:24].[CH3:26][OH:27].[H:22][H:23].[N:1](=[N+:2]=[N-:3])[c:4]1[c:5]([C:20]#[N:21])[cH:6][c:7](-[c:10]2[cH:11][c:12]([C:13](=[O:14])[O:15][CH3:16])[cH:17][cH:18][n:19]2)[cH:8][cH:9]1.[Pd:25]>>[NH2:1][c:4]1[c:5]([C:20]#[N:21])[cH:6][c:7](-[c:10]2[cH:11][c:12]([C:13](=[O:14])[O:15][CH3:16])[cH:17][cH:18][n:19]2)[cH:8][cH:9]1. The yield is 29.0%. Reaction SMILES: [H-].[Na+].[Si]([O:10][CH2:11][C:12]([CH3:18])([CH3:17])[C:13]([O:15]C)=O)(C(C)(C)C)(C)C.[C:19](#[N:21])[CH3:20].Cl>C1(C)C=CC=CC=1>[OH:10][CH2:11][C:12]([CH3:17])([CH3:18])[C:13](=[O:15])[CH2:20][C:19]#[N:21] |f:0.1|. Run in C1(=CC=CC=C1)C (toluene). Procedure: To a refluxing suspension of sodium hydride (1.40 g of a 60% suspension in mineral oil, 35 mmol) in anhydrous toluene (45 mL), was added dropwise (over 1 h) a mixture of methyl 3-(tert-butyldimethylsilyloxy)-2,2-dimethylpropanoate (6.0 g, 24.39 mmol) from Step A and acetonitrile (1.80 mL, 35 mmol). After refluxing for a further 5 h, the mixture was cooled to rt and the pH was adjusted to 4 with aqueous HCl solution. The mixture was extracted with ethyl acetate (3×200 mL) and the combined organic... The product is OCC(C(CC#N)=O)(C)C (5-hydroxy-4,4-dimethyl-3-oxopentanenitrile). The reactants are Cl (HCl), [H-].[Na+] (sodium hydride), suspension, [Si](C)(C)(C(C)(C)C)OCC(C(=O)OC)(C)C (methyl 3-(tert-butyldimethylsilyloxy)-2,2-dimethylpropanoate), C(C)#N (acetonitrile). The reactants are COC=1C=C2C(=CC=NC2=CC1OC)OC1=CC(=C(N)C=C1C)C (4-[(6,7-Dimethoxy-4-quinolyl)oxy]-2,5-dimethylaniline), ClC(Cl)(OC(OC(Cl)(Cl)Cl)=O)Cl (triphosgene), C([O-])(O)=O.[Na+] (sodium bicarbonate), C1(=CC=CC=C1)O (phenol). Run in C(C)N(CC)CC (triethylamine), C1(=CC=CC=C1)C (toluene), C(Cl)Cl (methylene chloride). The product is COC=1C=C2C(=CC=NC2=CC1OC)OC1=CC(=C(C=C1C)NC(OC1=CC=CC=C1)=O)C (Phenyl N-{4-[(6,7-dimethoxy-4-quinolyl)oxy]-2,5-dimethylphenyl}carbamate). The yield is 50.4%. RXN SMILES: [CH3:1][O:2][C:3]1[CH:4]=[C:5]2[C:10](=[CH:11][C:12]=1[O:13][CH3:14])[N:9]=[CH:8][CH:7]=[C:6]2[O:15][C:16]1[C:22]([CH3:23])=[CH:21][C:19]([NH2:20])=[C:18]([CH3:24])[CH:17]=1.Cl[C:26](Cl)([O:28][C:29](=[O:35])OC(Cl)(Cl)Cl)Cl.[C:37]1(O)[CH:42]=[CH:41]C=[CH:39][CH:38]=1.C(=O)(O)[O-].[Na+]>C(Cl)Cl.C(N(CC)CC)C.C1(C)C=CC=CC=1>[CH3:1][O:2][C:3]1[CH:4]=[C:5]2[C:10](=[CH:11][C:12]=1[O:13][CH3:14])[N:9]=[CH:8][CH:7]=[C:6]2[O:15][C:16]1[C:22]([CH3:23])=[CH:21][C:19]([NH:20][C:29](=[O:35])[O:28][C:26]2[CH:41]=[CH:42][CH:37]=[CH:38][CH:39]=2)=[C:18]([CH3:24])[CH:17]=1 |f:3.4|. Procedure: 4-[(6,7-Dimethoxy-4-quinolyl)oxy]-2,5-dimethylaniline (100 mg) was added to toluene (10 ml) and triethylamine (1 ml), and the mixture was heated under reflux to prepare a solution. A solution of triphosgene (140 mg) in methylene chloride was then added thereto, and the mixture was heated under reflux for 10 min. Next, phenol (44 mg) was added thereto, and the mixture was further stirred with heating under reflux for 3 hr. A saturated aqueous sodium bicarbonate solution was added to stop the reac... Reactants: CN(C=1C=C(C2=C(C(C(=C(O2)C2=CC=CC=C2)C)=O)C1)C(NCCCN1CCN(CC1)C1=C(C=CC=C1)OC)=O)C (6-Dimethylamino-8-{3-[4-(2-methoxyphenyl)-1-piperazinyl]propylcarbamoyl}-3-methyl-4-oxo-2-phenyl-4H-1-benzopyran), NC1=CC=C(C=C1)C=1OC2=C(C(C1C)=O)C=CC=C2C(NCCCN2CCN(CC2)C2=C(C=CC=C2)OC)=O (2-(4-Aminophenyl)-8-{3-[4-(2-methoxyphenyl)-1-piperazinyl]propylcarbamoyl}-3-methyl-4-oxo-4H-1-benzopyran). Run in O (water), [OH-].[Na+] (sodium hydroxide). Yields the product CN(C1=CC=C(C=C1)C=1OC2=C(C(C1C)=O)C=CC=C2C(NCCCN2CCN(CC2)C2=C(C=CC=C2)OC)=O)C (2-(4-Dimethylaminophenyl)-8-{3-[4-(2-methoxyphenyl)-1-piperazinyl]propylcarbamoyl}-3-methyl-4-oxo-4H-1-benzopyran), ( 164 ). As a reaction SMILES: CN(C)[C:3]1[CH:4]=[C:5]([C:21](=[O:40])[NH:22][CH2:23][CH2:24][CH2:25][N:26]2[CH2:31][CH2:30][N:29]([C:32]3[CH:37]=[CH:36][CH:35]=[CH:34][C:33]=3[O:38][CH3:39])[CH2:28][CH2:27]2)[C:6]2[O:11][C:10]([C:12]3[CH:17]=[CH:16][CH:15]=[CH:14][CH:13]=3)=[C:9]([CH3:18])[C:8](=[O:19])[C:7]=2[CH:20]=1.NC1C=CC(C2OC3C([C:61](=O)[NH:62][CH2:63]CCN4CCN(C5C=CC=CC=5OC)CC4)=CC=CC=3C(=O)C=2C)=CC=1>O.[OH-].[Na+]>[CH3:61][N:62]([CH3:63])[C:15]1[CH:14]=[CH:13][C:12]([C:10]2[O:11][C:6]3[C:5]([C:21](=[O:40])[NH:22][CH2:23][CH2:24][CH2:25][N:26]4[CH2:31][CH2:30][N:29]([C:32]5[CH:37]=[CH:36][CH:35]=[CH:34][C:33]=5[O:38][CH3:39])[CH2:28][CH2:27]4)=[CH:4][CH:3]=[CH:20][C:7]=3[C:8](=[O:19])[C:9]=2[CH3:18])=[CH:17][CH:16]=1 |f:3.4|. Procedure: The title compound was prepared by the same method as described for compound of Example 97, but using the compound prepared in Example 124 instead of compound of Example 94. The reaction mixture was diluted with water and 3N aqueous sodium hydroxide solution, under vigorous stirring. The precipitated solid was filtered by suction, washed with water, desiccated and purified by flash chromatography on silica gel eluting with ethyl acetate - methanol (8.5:1.5). Evaporation in vacuo of the collected... Reactants: [H-].[Na+] (sodium hydride), C(#N)C1CN(C1)C([C@@H](C)NC(=O)C1=CN(C2=NC=C(N=C21)C2=NNC1=CC(=CC=C21)Cl)COCC[Si](C)(C)C)=O (2-(6-chloro-1H-indazol-3-yl)-5-(2-trimethylsilanylethoxymethyl)-5H-pyrrolo[2,3-b]pyrazine-7-carboxylic acid [(R)-2-(3-cyano-azetidin-1-yl)-1-methyl-2-oxo-ethyl]-amide), CC1(OCC(O1)COS(=O)(=O)C)C (methanesulfonic acid 2,2-dimethyl-[1,3]dioxolan-4-ylmethyl ester). Solvent: CN(C)C=O (DMF), CN(C)C=O (DMF). Conditions: temperature 0 celsius, time 30 minute. The product is C(#N)C1CN(C1)C([C@@H](C)NC(=O)C1=CN(C2=NC=C(N=C21)C2=NN(C1=CC(=CC=C21)Cl)CC2OC(OC2)(C)C)COCC[Si](C)(C)C)=O (2-[6-chloro-1-(2,2-dimethyl-[1,3]dioxolan-4-ylmethyl)-1H-indazol-3-yl]-5-(2-trimethylsilanyl-ethoxymethyl)-5H-pyrrolo[2,3-b]pyrazine-7-carboxylic acid [(R)-2-(3-cyano-azetidin-1-yl)-1-methyl-2-oxo-ethyl]-amide). As a reaction SMILES: [C:1]([CH:3]1[CH2:6][N:5]([C:7](=[O:40])[C@H:8]([NH:10][C:11]([C:13]2[C:21]3[C:16](=[N:17][CH:18]=[C:19]([C:22]4[C:30]5[C:25](=[CH:26][C:27]([Cl:31])=[CH:28][CH:29]=5)[NH:24][N:23]=4)[N:20]=3)[N:15]([CH2:32][O:33][CH2:34][CH2:35][Si:36]([CH3:39])([CH3:38])[CH3:37])[CH:14]=2)=[O:12])[CH3:9])[CH2:4]1)#[N:2].[H-].[Na+].[CH3:43][C:44]1([CH3:55])[O:48][CH:47]([CH2:49]OS(C)(=O)=O)[CH2:46][O:45]1>CN(C=O)C>[C:1]([CH:3]1[CH2:6][N:5]([C:7](=[O:40])[C@H:8]([NH:10][C:11]([C:13]2[C:21]3[C:16](=[N:17][CH:18]=[C:19]([C:22]4[C:30]5[C:25](=[CH:26][C:27]([Cl:31])=[CH:28][CH:29]=5)[N:24]([CH2:49][CH:47]5[CH2:46][O:45][C:44]([CH3:55])([CH3:43])[O:48]5)[N:23]=4)[N:20]=3)[N:15]([CH2:32][O:33][CH2:34][CH2:35][Si:36]([CH3:39])([CH3:38])[CH3:37])[CH:14]=2)=[O:12])[CH3:9])[CH2:4]1)#[N:2] |f:1.2|. Procedure: In a round-bottomed flask, 2-(6-chloro-1H-indazol-3-yl)-5-(2-trimethylsilanylethoxymethyl)-5H-pyrrolo[2,3-b]pyrazine-7-carboxylic acid [(R)-2-(3-cyano-azetidin-1-yl)-1-methyl-2-oxo-ethyl]-amide (see Example 23, 120 mg, 0.21 mmol) was dissolved in DMF (1.3 ml). The reaction mixture was cooled to 0° C. and sodium hydride (60% dispersion in mineral oil, 12 mg, 0.31 mmol) was added. The reaction mixture was stirred at 0° C. for 30 min then a solution of methanesulfonic acid 2,2-dimethyl-[1,3]dioxola... Starting materials: C[S-], CCOC(C)=O, COC(=O)c1cc(Cl)nc(Cl)c1, [Na+], CN(C)C=O. The product is COC(=O)c1cc(Cl)nc(SC)c1. RXN SMILES: [CH3:13][S-:14].[CH3:21][CH2:22][O:23][C:24]([CH3:25])=[O:26].[Cl:1][c:2]1[cH:3][c:4]([C:5](=[O:6])[O:7][CH3:8])[cH:9][c:10]([Cl:12])[n:11]1.[Na+:15].[O:16]=[CH:17][N:18]([CH3:19])[CH3:20]>>[Cl:1][c:2]1[cH:3][c:4]([C:5](=[O:6])[O:7][CH3:8])[cH:9][c:10]([S:14][CH3:13])[n:11]1. Reactants: O=Cc1ccc(Br)cc1, COCCOC, OB(O)c1ccc(Cl)cc1, [Na+], [Na+], O=C([O-])[O-], CC(=O)[O-], CC(=O)[O-], [Pd+2]. Product: O=Cc1ccc(-c2ccc(Cl)cc2)cc1. RXN SMILES: [Br:11][c:12]1[cH:13][cH:14][c:15]([CH:16]=[O:17])[cH:18][cH:19]1.[CH2:35]([CH2:36][O:37][CH3:38])[O:39][CH3:40].[Cl:1][c:2]1[cH:3][cH:4][c:5]([B:8]([OH:9])[OH:10])[cH:6][cH:7]1.[Na+:20].[Na+:21].[O-:22][C:23](=[O:24])[O-:25].[O-:27][C:28]([CH3:29])=[O:30].[O-:31][C:32]([CH3:33])=[O:34].[Pd+2:26]>>[Cl:1][c:2]1[cH:3][cH:4][c:5](-[c:12]2[cH:13][cH:14][c:15]([CH:16]=[O:17])[cH:18][cH:19]2)[cH:6][cH:7]1. Reactants: [C-]#N, Cc1cc(O)n(C)n1, CCN=C=NCCCN(C)C, CC#N, Cc1c(C(=O)O)ccc(S(C)(=O)=O)c1NC1CC1, Cl, [K+]. The product is Cc1nn(C)c(O)c1C(=O)c1ccc(S(C)(=O)=O)c(NC2CC2)c1C. As a reaction SMILES: [C-:39]#[N:40].[CH3:19][n:20]1[n:21][c:22]([CH3:26])[cH:23][c:24]1[OH:25].[CH3:28][N:29]([CH3:30])[CH2:31][CH2:32][CH2:33][N:34]=[C:35]=[N:36][CH2:37][CH3:38].[CH3:42][C:43]#[N:44].[CH:1]1([NH:4][c:5]2[c:6]([CH3:18])[c:7]([C:8](=[O:9])[OH:10])[cH:11][cH:12][c:13]2[S:14](=[O:15])(=[O:16])[CH3:17])[CH2:2][CH2:3]1.[ClH:27].[K+:41]>>[CH:1]1([NH:4][c:5]2[c:6]([CH3:18])[c:7]([C:8](=[O:10])[c:23]3[c:22]([CH3:26])[n:21][n:20]([CH3:19])[c:24]3[OH:25])[cH:11][cH:12][c:13]2[S:14](=[O:15])(=[O:16])[CH3:17])[CH2:2][CH2:3]1. Reactants: CC[Si](CC)(CC)c1[nH]c2c(F)cc(Cl)cc2c1CCNC(=O)c1cc(Cc2cc(F)ccc2F)on1, O=C(O)C(F)(F)F. Product: O=C(NCCc1c[nH]c2c(F)cc(Cl)cc12)c1cc(Cc2cc(F)ccc2F)on1. Reaction SMILES: [Cl:1][c:2]1[cH:3][c:4]2[c:5]([CH2:19][CH2:20][NH:21][C:22](=[O:23])[c:24]3[n:25][o:26][c:27]([CH2:29][c:30]4[c:31]([F:37])[cH:32][cH:33][c:34]([F:36])[cH:35]4)[cH:28]3)[c:6]([Si:12]([CH2:13][CH3:14])([CH2:15][CH3:16])[CH2:17][CH3:18])[nH:7][c:8]2[c:9]([F:11])[cH:10]1.[OH:38][C:39]([C:40]([F:41])([F:42])[F:43])=[O:44]>>[Cl:1][c:2]1[cH:3][c:4]2[c:5]([CH2:19][CH2:20][NH:21][C:22](=[O:23])[c:24]3[n:25][o:26][c:27]([CH2:29][c:30]4[c:31]([F:37])[cH:32][cH:33][c:34]([F:36])[cH:35]4)[cH:28]3)[cH:6][nH:7][c:8]2[c:9]([F:11])[cH:10]1.